From a dataset of the Open Reaction Database (ORD), a public repository of structured organic reaction records. describe an organic reaction: reactants, conditions, products, and yield The reactants are CCOC(=O)Cl, NCc1cccc(Cl)c1, Cl, c1ccncc1. Product: CCOC(=O)NCc1cccc(Cl)c1. Reaction SMILES: [Cl:10][C:11](=[O:12])[O:13][CH2:14][CH3:15].[Cl:1][c:2]1[cH:3][c:4]([CH2:5][NH2:6])[cH:7][cH:8][cH:9]1.[ClH:16].[cH:17]1[cH:18][cH:19][n:20][cH:21][cH:22]1>>[Cl:1][c:2]1[cH:3][c:4]([CH2:5][NH:6][C:11](=[O:12])[O:13][CH2:14][CH3:15])[cH:7][cH:8][cH:9]1. The reactants are CC(=O)O[BH-](OC(C)=O)OC(C)=O, CCNCC, CC(=O)O, ClCCl, [Na+], O=Cc1ccc(C2Nc3cccc4c(=O)[nH]nc(c34)C2c2ccccc2)cc1. Product: CCN(CC)Cc1ccc(C2Nc3cccc4c(=O)[nH]nc(c34)C2c2ccccc2)cc1. As a reaction SMILES: [C:38]([O:39][BH-:40]([O:41][C:42](=[O:43])[CH3:44])[O:45][C:46](=[O:47])[CH3:48])(=[O:49])[CH3:50].[CH2:29]([CH3:30])[NH:31][CH2:32][CH3:33].[CH3:34][C:35](=[O:36])[OH:37].[Cl:52][CH2:53][Cl:54].[Na+:51].[O:1]=[c:2]1[nH:3][n:4][c:5]2[c:6]3[c:7]([cH:8][cH:9][cH:10][c:11]13)[NH:12][CH:13]([c:21]1[cH:22][cH:23][c:24]([CH:25]=[O:26])[cH:27][cH:28]1)[CH:14]2[c:15]1[cH:16][cH:17][cH:18][cH:19][cH:20]1>>[O:1]=[c:2]1[nH:3][n:4][c:5]2[c:6]3[c:7]([cH:8][cH:9][cH:10][c:11]13)[NH:12][CH:13]([c:21]1[cH:22][cH:23][c:24]([CH2:25][N:31]([CH2:29][CH3:30])[CH2:32][CH3:33])[cH:27][cH:28]1)[CH:14]2[c:15]1[cH:16][cH:17][cH:18][cH:19][cH:20]1. Reaction SMILES: [Cl:1][C:2]1[N:3]=[CH:4][C:5]2[CH:10]=[C:9]([CH:11](OCC)[O:12]CC)[N:8]([CH:18]([CH2:21][CH3:22])[CH2:19][CH3:20])[C:6]=2[N:7]=1.Cl.[OH-].[Na+].C([O-])(O)=O.[Na+]>O1CCOCC1>[Cl:1][C:2]1[N:3]=[CH:4][C:5]2[CH:10]=[C:9]([CH:11]=[O:12])[N:8]([CH:18]([CH2:21][CH3:22])[CH2:19][CH3:20])[C:6]=2[N:7]=1 |f:2.3,4.5|. Product: ClC=1N=CC2=C(N1)N(C(=C2)C=O)C(CC)CC (2-chloro-7-(1-ethyl-propyl)-7H-pyrrolo[2,3-d]pyrimidine-6-carbaldehyde). Yield: 107.3%. The reactants are ClC=1N=CC2=C(N1)N(C(=C2)C(OCC)OCC)C(CC)CC (2-chloro-6-diethoxymethyl-7-(1-ethyl-propyl)-7H-pyrrolo[2,3-d]pyrimidine), Cl (HCl), C(=O)(O)[O-].[Na+] (NaHCO3), [OH-].[Na+] (NaOH). Procedure: To a solution of 2-chloro-6-diethoxymethyl-7-(1-ethyl-propyl)-7H-pyrrolo[2,3-d]pyrimidine (67 mg, 0.2 mmol) in 1,4-dioxane (0.7 mL) is added conc. HCl (0.2 mL) at ambient temperature. The reaction mixture is stirred for 30 min, then neutralized with 2N NaOH aqueous solution and saturated NaHCO3 aqueous solution. The mixture is extracted with EtOAc. The extracts are washed with brine, dried over Na2SO4, filtered and concentrated in vacuo to give 54 mg of 2-chloro-7-(1-ethyl-propyl)-7H-pyrrolo[2,3... Conditions: time 30 minute. Run in O1CCOCC1 (1,4-dioxane).